Dataset: the Open Reaction Database (ORD), a public repository of structured organic reaction records. Task: describe an organic reaction: reactants, conditions, products, and yield The reactants are CN1CCN2C3=C(C=CC=C3C=3CCCCC23)CC1 (3-methyl-2,3,4,5,9,10,11,12-octahydro-1H-[1,4]diazocino[7,8,1-jk]carbazole), C(#N)[BH3-].[Na+] (sodium cyanoborohydride). The solvent is C(C)(=O)O (acetic acid). Run at time 1 hour. Yields the product CN1CCN2C3=C(C=CC=C3C3CCCCC23)CC1 (3-Methyl-2,3,4,5,8b,9,10,11,12,12a-decahydro-1H-[1,4]diazocino[7,8,1-jk]carbazole). Yield: 65.0%. RXN SMILES: [CH3:1][N:2]1[CH2:19][CH2:18][C:7]2[CH:8]=[CH:9][CH:10]=[C:11]3[C:12]4[CH2:13][CH2:14][CH2:15][CH2:16][C:17]=4[N:5]([C:6]=23)[CH2:4][CH2:3]1.C([BH3-])#N.[Na+]>C(O)(=O)C>[CH3:1][N:2]1[CH2:19][CH2:18][C:7]2[CH:8]=[CH:9][CH:10]=[C:11]3[CH:12]4[CH:17]([N:5]([C:6]=23)[CH2:4][CH2:3]1)[CH2:16][CH2:15][CH2:14][CH2:13]4 |f:1.2|. Procedure details: To a solution of 3-methyl-2,3,4,5,9,10,11,12-octahydro-1H-[1,4]diazocino[7,8,1-jk]carbazole (0.46 g, 1.8 mmole) in acetic acid (50 mL) was added sodium cyanoborohydride (0.30 g, 4.5 mmol) and the reaction mixture was stirred at room temperature for 1 hour. The solvent was removed in vacuo and the residue was diluted with ethyl acetate (300 mL) and washed with saturated aqueous sodium bicarbonate (150 mL) and saturated aqueous sodium chloride (150 mL), dried (sodium sulfate) and concentrated in v... Starting materials: CCN, CO, CSC(=NS(=O)(=O)c1ccc(N)cc1)N1CC2(C=N1)CCCC2. The product is CCNC(=NS(=O)(=O)c1ccc(N)cc1)N1CC2(C=N1)CCCC2. As a reaction SMILES: [CH3:24][CH2:25][NH2:26].[CH3:27][OH:28].[NH2:1][c:2]1[cH:3][cH:4][c:5]([S:8](=[O:9])(=[O:10])[N:11]=[C:12]([S:13][CH3:14])[N:15]2[CH2:16][C:17]3([CH:18]=[N:19]2)[CH2:20][CH2:21][CH2:22][CH2:23]3)[cH:6][cH:7]1>>[NH2:1][c:2]1[cH:3][cH:4][c:5]([S:8](=[O:9])(=[O:10])[N:11]=[C:12]([N:15]2[CH2:16][C:17]3([CH:18]=[N:19]2)[CH2:20][CH2:21][CH2:22][CH2:23]3)[NH:26][CH2:25][CH3:24])[cH:6][cH:7]1. Yield: 78.5%. The reactants are [N+](=O)([O-])C=1C=C2C=CNC2=CC1 (5-nitroindole), CC1(OC(=O)CC(=O)O1)C (Meldrum's acid), C=O (formaldehyde). The product is [N+](=O)([O-])C=1C=C2C(=CNC2=CC1)CC1C(OC(OC1=O)(C)C)=O (5-[(5-Nitro-1H-indol-3-yl)methyl]-2,2-dimethyl-1,3-dioxane-4,6-dione). Procedure: An adaption of the procedure of Flaugh1 was used. Thus, a solution of 5-nitroindole (50.0 g, 0.32 mol), Meldrum's acid (46.0 g, 0.32 mol), 37% aqueous formaldehyde (26.0 mL, 0.32 mol) and proline (1.8 g, 0.016 mol) in 200 mL of acetonitrile was stirred at room temperature for 18 h. The resulting thick yellow slurry was filtered and the filtercake was washed with acetonitrile, then acetone and finally with ether. This material was dried/in vacuo to give the title compound (80.0 g, 81%) as a brigh... Run in C(C)#N (acetonitrile). Reagents/catalysts: N1[C@H](C(=O)O)CCC1 (proline). As a reaction SMILES: [N+:1]([C:4]1[CH:5]=[C:6]2[C:10](=[CH:11][CH:12]=1)[NH:9][CH:8]=[CH:7]2)([O-:3])=[O:2].[CH3:13][C:14]1([CH3:22])[O:21][C:19](=[O:20])[CH2:18][C:16](=[O:17])[O:15]1.[CH2:23]=O>C(#N)C.N1CCC[C@H]1C(O)=O>[N+:1]([C:4]1[CH:5]=[C:6]2[C:10](=[CH:11][CH:12]=1)[NH:9][CH:8]=[C:7]2[CH2:23][CH:18]1[C:19](=[O:20])[O:21][C:14]([CH3:22])([CH3:13])[O:15][C:16]1=[O:17])([O-:3])=[O:2]. Starting materials: C(C)(=O)NCC1=CC=C(C=C1)C1=NC2=CC=CC=C2C(=N1)C(=O)O (2-(4-(acetamidomethyl)phenyl)quinazoline-4-carboxylic acid), Cl.OC1=C2CCNCC2=CC=C1OC (5-hydroxy-6-methoxy-1,2,3,4-tetrahydroisoquinoline hydrochloride). Product: C(C)(=O)NCC1=CC=C(C=C1)C1=NC2=CC=CC=C2C(=N1)C(=O)N1CC2=CC=C(C(=C2CC1)O)OC (2-[[2-(4-(acetamidomethyl)phenyl)quinazolin-4-yl]carbonyl]-5-hydroxy-6-methoxy-1,2,3,4-tetrahydroisoquinoline). Isolated yield 15.0%. Reaction SMILES: [C:1]([NH:4][CH2:5][C:6]1[CH:11]=[CH:10][C:9]([C:12]2[N:21]=[C:20]([C:22]([OH:24])=O)[C:19]3[C:14](=[CH:15][CH:16]=[CH:17][CH:18]=3)[N:13]=2)=[CH:8][CH:7]=1)(=[O:3])[CH3:2].Cl.[OH:26][C:27]1[C:36]([O:37][CH3:38])=[CH:35][CH:34]=[C:33]2[C:28]=1[CH2:29][CH2:30][NH:31][CH2:32]2>>[C:1]([NH:4][CH2:5][C:6]1[CH:7]=[CH:8][C:9]([C:12]2[N:21]=[C:20]([C:22]([N:31]3[CH2:30][CH2:29][C:28]4[C:33](=[CH:34][CH:35]=[C:36]([O:37][CH3:38])[C:27]=4[OH:26])[CH2:32]3)=[O:24])[C:19]3[C:14](=[CH:15][CH:16]=[CH:17][CH:18]=3)[N:13]=2)=[CH:10][CH:11]=1)(=[O:3])[CH3:2] |f:1.2|. Reported procedure: Reaction of 2-(4-(acetamidomethyl)phenyl)quinazoline-4-carboxylic acid with 5-hydroxy-6-methoxy-1,2,3,4-tetrahydroisoquinoline hydrochloride gave compound 65 (15% yield) as a white solid. 1H NMR (300 MHz, DMSO-d6) δ 1.91 (s, 3H), 2.63 and 2.90 (2t, 2H), 3.48 and 4.03 (2t, 2H), 3.74 and 3.80 (2s, 3H), 4.34-4.37 (m, 2H), 4.38 and 4.92 (2s, 2H), 6.31 and 6.77 (2d, 1H), 6.70 and 6.91 (2d, 1H), 7.42-7.47 (m, 2H), 7.67-7.77 (m, 1H), 7.85-7.97 (2d, 1H), 8.02-8.17 (m, 2H), 8.42-8.50 (m, 3H), 8.68 and 8.... Reactants: CN1C(=NC(=C1CO)C)SCC1=CC=C(C=C1)OC (1,4-dimethyl-5-hydroxymethyl-2-(4-methoxybenzylthio)imidazole). The reagents and catalysts are [O-2].[O-2].[Mn+4] (manganese dioxide). The solvent is C(Cl)Cl (methylene chloride). Reaction conditions: temperature 25 celsius, time 16 hour. Yields the product CN1C(=NC(=C1C=O)C)SCC1=CC=C(C=C1)OC (1,4-dimethyl-5-formyl-2-(4-methoxybenzylthio)imidazole). As a reaction SMILES: [CH3:1][N:2]1[C:6]([CH2:7][OH:8])=[C:5]([CH3:9])[N:4]=[C:3]1[S:10][CH2:11][C:12]1[CH:17]=[CH:16][C:15]([O:18][CH3:19])=[CH:14][CH:13]=1>C(Cl)Cl.[O-2].[O-2].[Mn+4]>[CH3:1][N:2]1[C:6]([CH:7]=[O:8])=[C:5]([CH3:9])[N:4]=[C:3]1[S:10][CH2:11][C:12]1[CH:13]=[CH:14][C:15]([O:18][CH3:19])=[CH:16][CH:17]=1 |f:2.3.4|. Procedure details: A mixture of 1,4-dimethyl-5-hydroxymethyl-2-(4-methoxybenzylthio)imidazole (1 g, 4 mmoles) and manganese dioxide (1.3 g, 15 mmoles) in methylene chloride (50 ml) was stirred at 25° C. for 16 hours. The mixture was filtered and the filtrate concentrated in vacuo to give 1,4-dimethyl-5-formyl-2-(4-methoxybenzylthio)imidazole. As a reaction SMILES: [ClH:32].[O:33]1[CH2:34][CH2:35][O:36][CH2:37][CH2:38]1.[c:1]1([S:7](=[O:8])(=[O:9])[n:10]2[cH:11][cH:12][c:13]3[c:14]([N:19]4[CH2:20][CH2:21][N:22]([C:25]([O:26][C:27]([CH3:28])([CH3:29])[CH3:30])=[O:31])[CH2:23][CH2:24]4)[cH:15][cH:16][cH:17][c:18]23)[cH:2][cH:3][cH:4][cH:5][cH:6]1>>[ClH:32].[c:1]1([S:7](=[O:8])(=[O:9])[n:10]2[cH:11][cH:12][c:13]3[c:14]([N:19]4[CH2:20][CH2:21][NH:22][CH2:23][CH2:24]4)[cH:15][cH:16][cH:17][c:18]23)[cH:2][cH:3][cH:4][cH:5][cH:6]1. Starting materials: Cl, C1COCCO1, CC(C)(C)OC(=O)N1CCN(c2cccc3c2ccn3S(=O)(=O)c2ccccc2)CC1. The product is Cl, O=S(=O)(c1ccccc1)n1ccc2c(N3CCNCC3)cccc21. The product is CC(C)N1C(=O)C(NCc2ccccc2)=C(c2ccccc2)S1(=O)=O. Starting materials: CC#N, CC(C)N1C(=O)C(Cl)=C(c2ccccc2)S1(=O)=O, NCc1ccccc1. RXN SMILES: [CH3:27][C:28]#[N:29].[Cl:1][C:2]1=[C:6]([c:7]2[cH:8][cH:9][cH:10][cH:11][cH:12]2)[S:5](=[O:13])(=[O:14])[N:4]([CH:15]([CH3:16])[CH3:17])[C:3]1=[O:18].[NH2:19][CH2:20][c:21]1[cH:22][cH:23][cH:24][cH:25][cH:26]1>>[C:2]1([NH:19][CH2:20][c:21]2[cH:22][cH:23][cH:24][cH:25][cH:26]2)=[C:6]([c:7]2[cH:8][cH:9][cH:10][cH:11][cH:12]2)[S:5](=[O:13])(=[O:14])[N:4]([CH:15]([CH3:16])[CH3:17])[C:3]1=[O:18]. The reactants are [BH4-], CO, CC(C)CN1C(=O)c2cc(Cl)c(Cl)cc2C1=O, [K+]. Product: CC(C)CN1C(=O)c2cc(Cl)c(Cl)cc2C1O. Reaction SMILES: [BH4-:20].[CH3:18][OH:19].[Cl:1][c:2]1[cH:3][c:4]2[c:5]([cH:15][c:16]1[Cl:17])[C:6](=[O:7])[N:8]([CH2:11][CH:12]([CH3:13])[CH3:14])[C:9]2=[O:10].[K+:21]>>[Cl:1][c:2]1[cH:3][c:4]2[c:5]([cH:15][c:16]1[Cl:17])[C:6](=[O:7])[N:8]([CH2:11][CH:12]([CH3:13])[CH3:14])[CH:9]2[OH:10].